Dataset: the Open Reaction Database (ORD), a public repository of structured organic reaction records. Task: describe an organic reaction: reactants, conditions, products, and yield The reactants are CC(=O)c1ccc(N2CCN(c3ccncc3)CC2)cc1, CC[Mg+], C1CCOC1, CCOCC, [Cl-], [Cl-], [NH4+]. Product: CC(C)(O)c1ccc(N2CCN(c3ccncc3)CC2)cc1. Reaction SMILES: [C:5]([CH3:6])(=[O:7])[c:8]1[cH:9][cH:10][c:11]([N:14]2[CH2:15][CH2:16][N:17]([c:20]3[cH:21][cH:22][n:23][cH:24][cH:25]3)[CH2:18][CH2:19]2)[cH:12][cH:13]1.[CH2:2]([Mg+:3])[CH3:4].[CH2:33]1[O:34][CH2:35][CH2:36][CH2:37]1.[CH3:26][CH2:27][O:28][CH2:29][CH3:30].[Cl-:1].[Cl-:31].[NH4+:32]>>[CH3:2][C:5]([CH3:6])([OH:7])[c:8]1[cH:9][cH:10][c:11]([N:14]2[CH2:15][CH2:16][N:17]([c:20]3[cH:21][cH:22][n:23][cH:24][cH:25]3)[CH2:18][CH2:19]2)[cH:12][cH:13]1. Reactants: O=C1CCC(=O)N1Br, CC(C)(C)OC(=O)N1CCc2ccsc2CC1, CC(=O)O, ClC(Cl)Cl, O. Yields the product CC(C)(C)OC(=O)N1CCc2cc(Br)sc2CC1. As a reaction SMILES: [Br:18][N:19]1[C:20](=[O:21])[CH2:22][CH2:23][C:24]1=[O:25].[C:1]([CH3:2])([CH3:3])([CH3:4])[O:5][C:6](=[O:7])[N:8]1[CH2:9][CH2:10][c:11]2[c:12]([cH:15][cH:16][s:17]2)[CH2:13][CH2:14]1.[C:27]([OH:28])(=[O:29])[CH3:30].[CH:31]([Cl:32])([Cl:33])[Cl:34].[OH2:26]>>[C:1]([CH3:2])([CH3:3])([CH3:4])[O:5][C:6](=[O:7])[N:8]1[CH2:9][CH2:10][c:11]2[c:12]([cH:15][c:16]([Br:18])[s:17]2)[CH2:13][CH2:14]1. Reactants: CS(=O)(=O)O, COc1cccc(CCC(=O)O)c1OC. Product: COc1ccc2c(c1OC)CCC2=O. RXN SMILES: [CH3:16][S:17](=[O:18])(=[O:19])[OH:20].[CH3:1][O:2][c:3]1[c:4]([CH2:11][CH2:12][C:13](=[O:14])[OH:15])[cH:5][cH:6][cH:7][c:8]1[O:9][CH3:10]>>[CH3:1][O:2][c:3]1[c:4]2[c:5]([cH:6][cH:7][c:8]1[O:9][CH3:10])[C:13](=[O:15])[CH2:12][CH2:11]2. Starting materials: CC(=O)O[BH-](OC(C)=O)OC(C)=O, C=O, CC(=O)O, CO, NC(=O)c1sc(-n2cnc3ccc(OCC4CCNCC4)cc32)nc1-c1cccc(Cl)c1, ClCCl, [Na+]. The product is CN1CCC(COc2ccc3ncn(-c4nc(-c5cccc(Cl)c5)c(C(N)=O)s4)c3c2)CC1. RXN SMILES: [C:39]([O:40][BH-:41]([O:42][C:43](=[O:44])[CH3:45])[O:46][C:47](=[O:48])[CH3:49])(=[O:50])[CH3:51].[CH2:33]=[O:34].[CH3:35][C:36](=[O:37])[OH:38].[CH3:56][OH:57].[Cl:1][c:2]1[cH:3][c:4](-[c:8]2[n:9][c:10](-[n:16]3[cH:17][n:18][c:19]4[c:20]3[cH:21][c:22]([O:25][CH2:26][CH:27]3[CH2:28][CH2:29][NH:30][CH2:31][CH2:32]3)[cH:23][cH:24]4)[s:11][c:12]2[C:13](=[O:14])[NH2:15])[cH:5][cH:6][cH:7]1.[Cl:53][CH2:54][Cl:55].[Na+:52]>>[Cl:1][c:2]1[cH:3][c:4](-[c:8]2[n:9][c:10](-[n:16]3[cH:17][n:18][c:19]4[c:20]3[cH:21][c:22]([O:25][CH2:26][CH:27]3[CH2:28][CH2:29][N:30]([CH3:35])[CH2:31][CH2:32]3)[cH:23][cH:24]4)[s:11][c:12]2[C:13](=[O:14])[NH2:15])[cH:5][cH:6][cH:7]1. Starting materials: CN1C(NC(C1P(OCC)(=O)OCC)=O)=O (diethyl 1-methyl-2,4-dioxoimidazolidine-5-phosphonate), [Na] (Sodium), C1(CCCCC1)N(C(CCCOC1=CC(=C(C=C1)[N+](=O)[O-])C=O)=O)C (N-cyclohexyl-4-(3-formyl-4-nitrophenoxy)-N-methylbutanamide). The solvent is C(C)O (ethanol). Conditions: time 5 minute. Yields the product C1(CCCCC1)N(C(CCCOC1=CC(=C(C=C1)[N+](=O)[O-])C=C1C(NC(N1C)=O)=O)=O)C (N-cyclohexyl-N-methyl-4-[3-[(1-methyl-2,4-dioxoimidazolidin-5-ylidene)methyl]-4-nitrophenoxy]butanamide). Yield: 74.5%. Reaction SMILES: [Na].[CH3:2][N:3]1[CH:7](P(OCC)(=O)OCC)[C:6](=[O:16])[NH:5][C:4]1=[O:17].[CH:18]1([N:24]([CH3:42])[C:25](=[O:41])[CH2:26][CH2:27][CH2:28][O:29][C:30]2[CH:35]=[CH:34][C:33]([N+:36]([O-:38])=[O:37])=[C:32]([CH:39]=O)[CH:31]=2)[CH2:23][CH2:22][CH2:21][CH2:20][CH2:19]1>C(O)C>[CH:18]1([N:24]([CH3:42])[C:25](=[O:41])[CH2:26][CH2:27][CH2:28][O:29][C:30]2[CH:35]=[CH:34][C:33]([N+:36]([O-:38])=[O:37])=[C:32]([CH:39]=[C:7]3[N:3]([CH3:2])[C:4](=[O:17])[NH:5][C:6]3=[O:16])[CH:31]=2)[CH2:19][CH2:20][CH2:21][CH2:22][CH2:23]1 |^1:0|. Procedure: Sodium (0.079 g, 0.003 g atom) was dissolved in ethanol (20 mL) and diethyl 1-methyl-2,4-dioxoimidazolidine-5-phosphonate (0.86 g, 3.4 mmol) added. After 5 minutes, N-cyclohexyl-4-(3-formyl-4-nitrophenoxy)-N-methylbutanamide (1 g, 2.9 mmol) was added and the mixture stirred at room temperature for 90 minutes. The solvent was evaporated and the residue diluted with water and extracted with dichloromethane to give a foam. Crystallization from hexane/dichloromethane afforded N-cyclohexyl-N-methyl-4... Reactants: CCN(C(C)C)C(C)C, [Cl-], Cc1onc(-c2ccc(F)cc2)c1CNc1cc(C(=O)O)[nH]n1, [Na+], CN(C)C=O, O, On1nnc2ccccc21, CC(C)(O)CN. Product: Cc1onc(-c2ccc(F)cc2)c1CNc1cc(C(=O)NCC(C)(C)O)[nH]n1. Reaction SMILES: [CH2:35]([N:36]([CH:37]([CH3:38])[CH3:39])[CH:40]([CH3:41])[CH3:42])[CH3:43].[Cl-:51].[F:1][c:2]1[cH:3][cH:4][c:5](-[c:8]2[n:9][o:10][c:11]([CH3:23])[c:12]2[CH2:13][NH:14][c:15]2[cH:16][c:17]([C:20](=[O:21])[OH:22])[nH:18][n:19]2)[cH:6][cH:7]1.[Na+:50].[O:52]=[CH:53][N:54]([CH3:55])[CH3:56].[OH2:24].[OH:25][n:26]1[c:27]2[cH:28][cH:29][cH:30][cH:31][c:32]2[n:33][n:34]1.[OH:44][C:45]([CH2:46][NH2:47])([CH3:48])[CH3:49]>>[F:1][c:2]1[cH:3][cH:4][c:5](-[c:8]2[n:9][o:10][c:11]([CH3:23])[c:12]2[CH2:13][NH:14][c:15]2[cH:16][c:17]([C:20](=[O:22])[NH:47][CH2:46][C:45]([OH:44])([CH3:48])[CH3:49])[nH:18][n:19]2)[cH:6][cH:7]1. Reactants: CC1(N=CC2=C3C(C(CC2C1=O)=O)=NC(=N3)CC3=CC=CC=C3)C (7,7-dimethyl-2-benzyl-5H,7H-imidazo[4,5-h]isoquinoline-4,6-dione), Cl.O1CCN(CC1)CCCl (2-morpholino-ethyl chloride hydrochloride). The product is Cl.Cl.CC1(N=CC2=C3C(C(C(C2C1=O)CCN1CCOCC1)=O)=NC(=N3)CC3=CC=CC=C3)C (7,7-Dimethyl-2-benzyl-5-(2-morpholino-ethyl)-5H,7H-imidazo[4,5-h]isoquinoline-4,6-dione dihydrochloride). As a reaction SMILES: [CH3:1][C:2]1([CH3:24])[C:11](=[O:12])[CH:10]2[C:5](=[C:6]3[N:16]=[C:15]([CH2:17][C:18]4[CH:23]=[CH:22][CH:21]=[CH:20][CH:19]=4)[N:14]=[C:7]3[C:8](=[O:13])[CH2:9]2)[CH:4]=[N:3]1.[ClH:25].[O:26]1[CH2:31][CH2:30][N:29]([CH2:32][CH2:33][Cl:34])[CH2:28][CH2:27]1>>[ClH:34].[ClH:25].[CH3:1][C:2]1([CH3:24])[C:11](=[O:12])[CH:10]2[C:5](=[C:6]3[N:16]=[C:15]([CH2:17][C:18]4[CH:23]=[CH:22][CH:21]=[CH:20][CH:19]=4)[N:14]=[C:7]3[C:8](=[O:13])[CH:9]2[CH2:33][CH2:32][N:29]2[CH2:30][CH2:31][O:26][CH2:27][CH2:28]2)[CH:4]=[N:3]1 |f:1.2,3.4.5|. Procedure details: Prepared analogous to Example 23 from 1.6 gm of 7,7-dimethyl-2-benzyl-5H,7H-imidazo[4,5-h]isoquinoline-4,6-dione and 1.2 gm of 2-morpholino-ethyl chloride hydrochloride. The reactants are C(CCCCCCCCCCCCCCCCC)(=O)[O-].[Na+] (sodium stearate), C([O-])(O)=O.[Na+] (sodium bicarbonate), [OH-].[Na+] (sodium hydroxide), S(=O)(=O)([O-])OOS(=O)(=O)[O-].[K+].[K+] (potassium persulfate), polybutadiene, mixture, C(C=C)#N (acrylonitrile), CC(C)C(C)(C)C(C)(C)C(C)(C)S (tert-dodecyl mercaptan), CC1=CN(C(=O)NC1=O)/C=C/C=O.CCCCCCCCCCCCCCCCCCOC(=O)CCC1=CC(=C(C(=C1)C(C)(C)C)O)C(C)(C)C (TNPP Irganox 1076). Run in O (water). Reaction conditions: temperature 60 celsius. Yields the product C(C=C)#N.C=CC=C.CC1=C(C=CC=C1)C=C (acrylonitrile/butadiene methyl ethenyl benzene). Reaction SMILES: [C:1]([O-])(=O)[CH2:2][CH2:3][CH2:4]CCCCC[CH2:10][CH2:11][CH2:12][CH2:13][CH2:14][CH2:15][CH2:16][CH2:17][CH3:18].[Na+].C(=O)(O)[O-].[Na+].[OH-].[Na+].S(OOS([O-])(=O)=O)([O-])(=O)=O.[K+].[K+].[C:41](#[N:44])[CH:42]=[CH2:43].CC(C(C(C(S)(C)C)(C)C)(C)C)C.CC1C(=O)NC(=O)N(/C=C/C=O)C=1.CCCCCCCCCCCCCCCCCCOC(CCC1C=C(C(C)(C)C)C(O)=C(C(C)(C)C)C=1)=O>O>[C:41](#[N:44])[CH:42]=[CH2:43].[CH2:1]=[CH:2][CH:3]=[CH2:4].[CH3:18][C:17]1[CH:16]=[CH:15][CH:14]=[CH:13][C:12]=1[CH:11]=[CH2:10] |f:0.1,2.3,4.5,6.7.8,11.12,14.15.16|. Reported procedure: Into a clean, dry, nitrogen-purged, three liter, four neck, round bottom flask was charged 272.7 g of polybutadiene latex (Polysar PL-662) (55% polybutadiene). The flask was fitted with a stirrer, thermometer, reflux condenser and 1000 ml addition funnel. A solution was prepared by mixing 12.0 g sodium stearate, 0.9 g sodium bicarbonate, 1.5 g sodium hydroxide, 3.0 g potassium persulfate and 1322 g deionized water. The mixture was heated to 60° C. while stirring until a clear, homogeneous soluti... The reactants are FC=1C=C2C(=CNC2=C(C1)F)C=1CCN(CC1)C (5,7-difluoro-3-(1-methyl-1,2,3,6-tetrahydro-4-pyridinyl)-1H-indole), CC1=C(C(=CC(=C1)C)C)S(=O)(=O)Cl (2,4,6-trimethylphenylsulfonyl chloride), C[Si](C)(C)[N-][Si](C)(C)C.[Na+] (NaN(TMS)2). Run in C1CCOC1 (THF). Yields the product FC=1C=C2C(=CN(C2=C(C1)F)S(=O)(=O)C1=C(C=C(C=C1C)C)C)C=1CCN(CC1)C (5,7-Difluoro-3-(1-methyl-1,2,3,6-tetrahydro-4-pyridinyl)-1-(2,4,6-trimethylphenyl)sulfonylindole). As a reaction SMILES: [F:1][C:2]1[CH:3]=[C:4]2[C:8](=[C:9]([F:11])[CH:10]=1)[NH:7][CH:6]=[C:5]2[C:12]1[CH2:13][CH2:14][N:15]([CH3:18])[CH2:16][CH:17]=1.[CH3:19][C:20]1[CH:25]=[C:24]([CH3:26])[CH:23]=[C:22]([CH3:27])[C:21]=1[S:28](Cl)(=[O:30])=[O:29].C[Si]([N-][Si](C)(C)C)(C)C.[Na+]>C1COCC1>[F:1][C:2]1[CH:3]=[C:4]2[C:8](=[C:9]([F:11])[CH:10]=1)[N:7]([S:28]([C:21]1[C:22]([CH3:27])=[CH:23][C:24]([CH3:26])=[CH:25][C:20]=1[CH3:19])(=[O:30])=[O:29])[CH:6]=[C:5]2[C:12]1[CH2:13][CH2:14][N:15]([CH3:18])[CH2:16][CH:17]=1 |f:2.3|. Reported procedure: (5.7 mg, 33%); from 5,7-difluoro-3-(1-methyl-1,2,3,6-tetrahydro-4-pyridinyl)-1H-indole (Example 4g, 10 mg, 0.04 mmol) and 2,4,6-trimethylphenylsulfonyl chloride (13.1 mg, 0.06 mmol) with 1M NaN(TMS)2 (60 μL, 0.06 mmol) in THF (0.5 mL).